describe an organic reaction: reactants, conditions, products, and yield From a dataset of the Open Reaction Database (ORD), a public repository of structured organic reaction records. Reactants: C(C)(C)OC1=CC=C(N)C=C1 (4-isopropoxyaniline), C(=O)(Cl)Cl (phosgene), Cl.CN1CCN(CC1)C1=NC(=NC(=C1)C1=CC=C2CCNCC2=C1)N (4-(4-methylpiperazin-1-yl)-6-(1,2,3,4-tetrahydroisoquinolin-7-yl)pyrimidin-2-amine HCl salt). The product is NC1=NC(=CC(=N1)C1=CC=C2CCN(CC2=C1)C(=O)NC1=CC=C(C=C1)OC(C)C)N1CCN(CC1)C (7-[2-Amino-6-(4-methylpiperazin-1-yl)pyrimidin-4-yl]-N-(4-isopropoxyphenyl)-3,4-dihydroisoquinoline-2(1H)-carboxamide). As a reaction SMILES: [CH:1]([O:4][C:5]1[CH:11]=[CH:10][C:8]([NH2:9])=[CH:7][CH:6]=1)([CH3:3])[CH3:2].[C:12](Cl)(Cl)=[O:13].Cl.[CH3:17][N:18]1[CH2:23][CH2:22][N:21]([C:24]2[CH:29]=[C:28]([C:30]3[CH:39]=[C:38]4[C:33]([CH2:34][CH2:35][NH:36][CH2:37]4)=[CH:32][CH:31]=3)[N:27]=[C:26]([NH2:40])[N:25]=2)[CH2:20][CH2:19]1>>[NH2:40][C:26]1[N:27]=[C:28]([C:30]2[CH:39]=[C:38]3[C:33]([CH2:34][CH2:35][N:36]([C:12]([NH:9][C:8]4[CH:10]=[CH:11][C:5]([O:4][CH:1]([CH3:3])[CH3:2])=[CH:6][CH:7]=4)=[O:13])[CH2:37]3)=[CH:32][CH:31]=2)[CH:29]=[C:24]([N:21]2[CH2:20][CH2:19][N:18]([CH3:17])[CH2:23][CH2:22]2)[N:25]=1 |f:2.3|. Procedure: This compound was prepared by using procedures analogous to those described for the synthesis of Example 40 starting from 4-isopropoxyaniline (TCI, Cat. #10399), phosgene and 4-(4-methylpiperazin-1-yl)-6-(1,2,3,4-tetrahydroisoquinolin-7-yl)pyrimidin-2-amine HCl salt. Analytic LCMS (M+H)+: m/z=502.2. Starting materials: OCC1=C(COC=2C=C(C=CC2)O)C=CC=C1C (3-(2-Hydroxymethyl-3-methyl-benzyloxy)-phenol), CN1C(=NC2=CC=CC=C2C1=O)CCl ((3-Methyl-4-oxo-3,4-dihydro-quinazolin-2-yl)-methyl chloride), C(=O)([O-])[O-].[K+].[K+] (K2CO3). The solvent is C(C)(=O)OCC (ethyl acetate), CN(C)C=O (DMF). Run at temperature 60 celsius, time 5 hour. Product: OCC1=C(COC=2C=C(OCC3=NC4=CC=CC=C4C(N3C)=O)C=CC2)C=CC=C1C (2-[3-(2-Hydroxymethyl-3-methyl-benzyloxy)-phenoxymethyl]-3-methyl-3H-quinazolin-4-one). RXN SMILES: [OH:1][CH2:2][C:3]1[C:17]([CH3:18])=[CH:16][CH:15]=[CH:14][C:4]=1[CH2:5][O:6][C:7]1[CH:8]=[C:9]([OH:13])[CH:10]=[CH:11][CH:12]=1.[CH3:19][N:20]1[C:29](=[O:30])[C:28]2[C:23](=[CH:24][CH:25]=[CH:26][CH:27]=2)[N:22]=[C:21]1[CH2:31]Cl.C([O-])([O-])=O.[K+].[K+]>CN(C=O)C.C(OCC)(=O)C>[OH:1][CH2:2][C:3]1[C:17]([CH3:18])=[CH:16][CH:15]=[CH:14][C:4]=1[CH2:5][O:6][C:7]1[CH:8]=[C:9]([CH:10]=[CH:11][CH:12]=1)[O:13][CH2:31][C:21]1[N:20]([CH3:19])[C:29](=[O:30])[C:28]2[C:23](=[CH:24][CH:25]=[CH:26][CH:27]=2)[N:22]=1 |f:2.3.4|. Procedure details: To a solution of 3-(2-hydroxymethyl-3-methyl-benzyloxy)-phenol (87 mg, 0.38 mmol, example 100) and (3-methyl-4-oxo-3,4-dihydro-quinazolin-2-yl)-methyl chloride (94 mg, 0.45 mmol, example 99) in DMF (1 mL) is added powdered K2CO3 (78 mg, 0.5 mmol). The resulting mixture is warmed to 60° C. and stirred at this temperature for 5 h. This mixture is cooled to room temperature, diluted with ethyl acetate, washed with water and brine, dried over MgSO4 and concentrated. The residue is purified by flash ... The yield is 92.6%. Reported procedure: 3.00 g (0.015 mol) of 4,6-dichloroquinazoline and 3.80 g (0.0170 mol) of 4-chloro-3-nitrobenzylamine hydrochloride were dissolved in a mixture comprising 100 ml of isopropyl alcohol and 15 ml of triethylamine. The obtained solution was heated under reflux for 24 hours and distilled under a reduced pressure to remove the solvent. The residue was purified by silica gel column chromatography (chloroform/ethyl acetate) and recrystallized from chloroform/n-hexane to give 4.85 g of the title compounds... The solvent is C(C)(C)O (isopropyl alcohol), C(C)N(CC)CC (triethylamine). The reactants are ClC1=NC=NC2=CC=C(C=C12)Cl (4,6-dichloroquinazoline), Cl.ClC1=C(C=C(CN)C=C1)[N+](=O)[O-] (4-chloro-3-nitrobenzylamine hydrochloride). RXN SMILES: Cl[C:2]1[C:11]2[C:6](=[CH:7][CH:8]=[C:9]([Cl:12])[CH:10]=2)[N:5]=[CH:4][N:3]=1.Cl.[Cl:14][C:15]1[CH:22]=[CH:21][C:18]([CH2:19][NH2:20])=[CH:17][C:16]=1[N+:23]([O-:25])=[O:24]>C(O)(C)C.C(N(CC)CC)C>[Cl:14][C:15]1[CH:22]=[CH:21][C:18]([CH2:19][NH:20][C:2]2[C:11]3[C:6](=[CH:7][CH:8]=[C:9]([Cl:12])[CH:10]=3)[N:5]=[CH:4][N:3]=2)=[CH:17][C:16]=1[N+:23]([O-:25])=[O:24] |f:1.2|. Yields the product ClC1=C(C=C(CNC2=NC=NC3=CC=C(C=C23)Cl)C=C1)[N+](=O)[O-] (4-(4-Chloro-3-nitrobenzyl)amino-6-chloroquinazoline). The reactants are C(C)[C@@H](C1=C(C=CC(=C1)F)S(=O)(=O)NC1=CC=C2[C@@H]3[C@H](COC2=C1C(=O)OC)C3)OC3CNCC3 (methyl (1aR,7bS)-5-[2-((S)-1-ethylpyrrolidin-3-yloxymethyl)-4-fluorobenzene-sulfonylamino]-1,1a,2,7b-tetrahydrocyclopropa[c]chromene-4-carboxylate), FC=1C=CC(=C(CO[C@H]2CN(CC2)C(=O)OC(C)(C)C)C1)S(NC=1C=CC=2[C@@H]3[C@H](COC2C1C(=O)OC)C3)(=O)=O (tert-butyl (R)-3-[(1aR,7bS)-5-fluoro-2-(4-methoxycarbonyl-1,1a,2,7b-tetrahydrocyclopropa[c]chromen-5-ylsulfamoyl)benzyloxy]-pyrrolidine-1-carboxylate), FC=1C=CC(=C(CO[C@H]2CN(CC2)C(=O)OC(C)(C)C)C1)S(NC=1C=CC=2[C@@H]3[C@H](COC2C1C(=O)OC)C3)(=O)=O (tert-butyl (R)-3-[(1aR,7bS)-5-fluoro-2-(4-methoxycarbonyl-1,1a,2,7b-tetrahydrocyclopropa[c]chromen-5-ylsulfamoyl)benzyloxy]-pyrrolidine-1-carboxylate). Yields the product C(C)[C@H](C1=C(C=CC(=C1)F)S(=O)(=O)NC1=CC=C2[C@@H]3[C@H](COC2=C1C(=O)OC)C3)OC3CNCC3 (Methyl (1aR,7bS)-5-[2-((R)-1-ethylpyrrolidin-3-yloxymethyl)-4-fluoro-benzenesulfonylamino]-1,1a,2,7b-tetrahydrocyclopropa[c]chromene-4-carboxylate). Reaction SMILES: [CH2:1]([C@H:3]([O:30][CH:31]1[CH2:35][CH2:34][NH:33][CH2:32]1)[C:4]1[CH:9]=[C:8]([F:10])[CH:7]=[CH:6][C:5]=1[S:11]([NH:14][C:15]1[C:24]([C:25]([O:27][CH3:28])=[O:26])=[C:23]2[C:18]([C@H:19]3[CH2:29][C@H:20]3[CH2:21][O:22]2)=[CH:17][CH:16]=1)(=[O:13])=[O:12])[CH3:2].FC1C=CC(S(=O)(=O)NC2C=CC3[C@H]4C[C@H]4COC=3C=2C(OC)=O)=C(C=1)CO[C@@H]1CCN(C(OC(C)(C)C)=O)C1>>[CH2:1]([C@@H:3]([O:30][CH:31]1[CH2:35][CH2:34][NH:33][CH2:32]1)[C:4]1[CH:9]=[C:8]([F:10])[CH:7]=[CH:6][C:5]=1[S:11]([NH:14][C:15]1[C:24]([C:25]([O:27][CH3:28])=[O:26])=[C:23]2[C:18]([C@H:19]3[CH2:29][C@H:20]3[CH2:21][O:22]2)=[CH:17][CH:16]=1)(=[O:12])=[O:13])[CH3:2]. Reported procedure: Prepared by proceeding in a similar manner to Intermediate 213, starting from tert-butyl (R)-3-[(1aR,7bS)-5-fluoro-2-(4-methoxycarbonyl-1,1a,2,7b-tetrahydrocyclopropa[c]chromen-5-ylsulfamoyl)benzyloxy]-pyrrolidine-1-carboxylate (Intermediate 218). The reactants are Cl (HCl), C(C)(C)(C)[Si](C)(C)OCCC1=C(C=CC=C1)OC (tert-Butyl(2-methoxyphenethoxy)dimethylsilane), Intermediate 26, C(CCC)[Li] (butyllithium), CN(C)CCN(C)C (TMEDA), C1CCOC1 (THF), O1CCCC1 (tetrahydrofuran). Run in CN(C)C=O (DMF). Conditions: time 4 hour. Product: [Si](C)(C)(C(C)(C)C)OCCC=1C(=C(C=O)C=CC1)OC (3-(2-(tert-Butyldimethylsilyloxy)ethyl)-2-methoxybenzaldehyde). RXN SMILES: [C:1]([Si:5]([O:8][CH2:9][CH2:10][C:11]1[CH:16]=[CH:15][CH:14]=[CH:13][C:12]=1[O:17][CH3:18])([CH3:7])[CH3:6])([CH3:4])([CH3:3])[CH3:2].C([Li])CCC.CN(CCN(C)C)C.Cl.C1C[O:36][CH2:35]C1>CN(C=O)C>[Si:5]([O:8][CH2:9][CH2:10][C:11]1[C:12]([O:17][CH3:18])=[C:13]([CH:14]=[CH:15][CH:16]=1)[CH:35]=[O:36])([C:1]([CH3:3])([CH3:4])[CH3:2])([CH3:6])[CH3:7]. Reported procedure: tert-Butyl(2-methoxyphenethoxy)dimethylsilane [Aromatic Intermediate 26, step a] (2.0 g), as a solution in THF (1 mL), was added dropwise over 5 min to a stirred solution of butyllithium (2.5M in hexanes, 4.5 mL) and TMEDA (1.7 mL) in tetrahydrofuran (20 mL) at 0° C. The resulting mixture was stirred for 4 hours, and then DMF (2.9 mL) was added. The mixture was stirred for a further 30 min and allowed to warm to RT. The reaction was poured into aqueous HCl (0.5M, 20 mL) and extracted with ether ...